Dataset: the Open Reaction Database (ORD), a public repository of structured organic reaction records. Task: describe an organic reaction: reactants, conditions, products, and yield Reactants: CC1Cc2ccc(C3CCNCC3)cc2CN1c1cc(N2CCN(C)CC2)nc(N)n1, O=C(Cl)N1CCCC1. The product is CC1Cc2ccc(C3CCN(C(=O)N4CCCC4)CC3)cc2CN1c1cc(N2CCN(C)CC2)nc(N)n1. Reaction SMILES: [CH3:1][N:2]1[CH2:3][CH2:4][N:5]([c:8]2[n:9][c:10]([NH2:31])[n:11][c:12]([N:14]3[CH2:15][c:16]4[cH:17][c:18]([CH:25]5[CH2:26][CH2:27][NH:28][CH2:29][CH2:30]5)[cH:19][cH:20][c:21]4[CH2:22][CH:23]3[CH3:24])[cH:13]2)[CH2:6][CH2:7]1.[N:32]1([C:37](=[O:38])[Cl:39])[CH2:33][CH2:34][CH2:35][CH2:36]1>>[CH3:1][N:2]1[CH2:3][CH2:4][N:5]([c:8]2[n:9][c:10]([NH2:31])[n:11][c:12]([N:14]3[CH2:15][c:16]4[cH:17][c:18]([CH:25]5[CH2:26][CH2:27][N:28]([C:37]([N:32]6[CH2:33][CH2:34][CH2:35][CH2:36]6)=[O:38])[CH2:29][CH2:30]5)[cH:19][cH:20][c:21]4[CH2:22][CH:23]3[CH3:24])[cH:13]2)[CH2:6][CH2:7]1. The reactants are C1(=CC=CS1)C(=O)C1=CC=C(C=C1)C1(CC1)C(=O)Cl (1-[p-(2-thenoyl)phenyl]cyclopropanecarbonyl chloride), [OH-].[NH4+] (ammonium hydroxide). Reaction conditions: time 3 hour. The product is C1(=CC=CS1)C(=O)C1=CC=C(C=C1)C1(CC1)C(=O)N (1-[p-(2-thenoyl)phenyl]cyclopropanecarboxamide). Reaction SMILES: [C:1]1([C:6]([C:8]2[CH:13]=[CH:12][C:11]([C:14]3([C:17](Cl)=[O:18])[CH2:16][CH2:15]3)=[CH:10][CH:9]=2)=[O:7])[S:5][CH:4]=[CH:3][CH:2]=1.[OH-].[NH4+:21]>>[C:1]1([C:6]([C:8]2[CH:13]=[CH:12][C:11]([C:14]3([C:17]([NH2:21])=[O:18])[CH2:16][CH2:15]3)=[CH:10][CH:9]=2)=[O:7])[S:5][CH:4]=[CH:3][CH:2]=1 |f:1.2|. Procedure details: A mixture of 4.2 parts of 1-[p-(2-thenoyl)phenyl]cyclopropanecarbonyl chloride and 50 parts of ammonium hydroxide is stirred for 3 hours. The precipitated product is filtered off, washed with water, dried and crystallized from 2-propanol, yielding 2 parts of 1-[p-(2-thenoyl)phenyl]cyclopropanecarboxamide; mp. 173.7° C (dec.). The reactants are C, CC1(C)Oc2cc(NS(C)(=O)=O)ccc2N(c2cccc([N+](=O)[O-])c2)C1=O, CO, [H][H], [Pd]. Yields the product CC1(C)Oc2cc(NS(C)(=O)=O)ccc2N(c2cccc(N)c2)C1=O. RXN SMILES: [C:32].[CH3:1][C:2]1([CH3:27])[O:3][c:4]2[c:5]([cH:18][cH:19][c:20]([NH:22][S:23](=[O:24])(=[O:25])[CH3:26])[cH:21]2)[N:6]([c:9]2[cH:10][c:11]([N+:15]([O-:16])=[O:17])[cH:12][cH:13][cH:14]2)[C:7]1=[O:8].[CH3:30][OH:31].[H:28][H:29].[Pd:33]>>[CH3:1][C:2]1([CH3:27])[O:3][c:4]2[c:5]([cH:18][cH:19][c:20]([NH:22][S:23](=[O:24])(=[O:25])[CH3:26])[cH:21]2)[N:6]([c:9]2[cH:10][c:11]([NH2:15])[cH:12][cH:13][cH:14]2)[C:7]1=[O:8]. The reactants are Cl/C(/C=O)=C(/C=O)\Cl (2,3-dichloromaleic hydride), Cl.CN (methylamine hydrochloride), [O-]CC.[Na+] (Sodium ethoxide), O (water). Run in C(C)(=O)O (acetic acid). Reaction conditions: temperature 25 celsius, time 16 hour. The product is ClC=1C(=O)N(C(C1Cl)=O)C (2,3-dichloro N-methylmaleimide). The yield is 63.7%. As a reaction SMILES: [O-]CC.[Na+].[Cl:5]/[C:6](=[C:9](\[Cl:12])/[CH:10]=[O:11])/[CH:7]=[O:8].Cl.[CH3:14][NH2:15].O>C(O)(=O)C>[Cl:5][C:6]1[C:7]([N:15]([CH3:14])[C:10](=[O:11])[C:9]=1[Cl:12])=[O:8] |f:0.1,3.4|. Procedure: Sodium ethoxide (3.56 g, 50 mmol) was added to a solution containing 2,3-dichloromaleic hydride (5.56 g, 33.3 mmol) and methylamine hydrochloride (3.50 g, 55.0 mmol) in 40 mL of acetic acid. The mixture was stirred under a CaCl2 drying tube at 25° C. for 16 hours and then refluxed for 4 hours. The cooled mixture was poured into water (350 mL) and extracted with EtOAc (3×75 mL). The combined organic extracts were washed with 100 mL portions of saturated aqueous NaHCO3, water and brine and dried (...